Dataset: the Open Reaction Database (ORD), a public repository of structured organic reaction records. Task: describe an organic reaction: reactants, conditions, products, and yield The product is O1CN(CC1)C(=O)C1=CC=C(C=C1)NC(=O)C1N(CC2=CC=CC=C2C1)C(=O)NC1=CC=C(C=C1)Cl (N-[4-(3-oxazolidinylcarbonyl)phenyl]-2N-(4-chlorophenylaminocarbonyl)-1,2,3,4-tetrahydroisoquinoline-3-carboxamide). Starting materials: ClC1=CC=C(C=C1)NC(=O)C1NC(CC2=CC=CC=C12)C(=O)O ((4-chlorophenylaminocarbonyl)-1,2,3,4-tetrahydroisoquinoline-3-carboxylic acid), O1CN(CC1)C(=O)C1=CC=C(C=C1)N (4-(3-oxazolidinylcarbonyl)phenylamine), C(CCl)Cl (EDC). The solvent is CN(C)C=O (DMF). RXN SMILES: Cl[C:2]1[CH:7]=[CH:6][C:5]([NH:8][C:9]([CH:11]2[C:20]3[C:15](=[CH:16][CH:17]=[CH:18][CH:19]=3)[CH2:14][CH:13](C(O)=O)[NH:12]2)=[O:10])=[CH:4][CH:3]=1.[O:24]1[CH2:28][CH2:27][N:26]([C:29](C2C=CC(N)=CC=2)=[O:30])[CH2:25]1.[CH2:38]([Cl:41])[CH2:39]Cl>CN(C=O)C>[O:24]1[CH2:28][CH2:27][N:26]([C:29]([C:2]2[CH:3]=[CH:4][C:5]([NH:8][C:9]([CH:11]3[CH2:20][C:15]4[C:14](=[CH:19][CH:18]=[CH:17][CH:16]=4)[CH2:13][N:12]3[C:9]([NH:8][C:5]3[CH:6]=[CH:39][C:38]([Cl:41])=[CH:3][CH:4]=3)=[O:10])=[O:10])=[CH:6][CH:7]=2)=[O:30])[CH2:25]1. Conditions: time 8 hour. Reported procedure: To a solution of 2N-(4-chlorophenylaminocarbonyl)-1,2,3,4-tetrahydroisoquinoline-3-carboxylic acid (50 mg, 0.15 mmol) and 4-(3-oxazolidinylcarbonyl)phenylamine (25 mg, 0.13 mmol) in DMF (3 mL), EDC (75 mg, 0.39 mmol) was added. The reaction mixture was stirred at room temperature overnight. It was then concentrated in vacuo. The residue was purified by HPLC to give the titled compound as a white powder (26 mg). MS 505.2 and 507.2 (M+H, Cl pattern). Isolated yield 68.7%.